Dataset: the Open Reaction Database (ORD), a public repository of structured organic reaction records. Task: describe an organic reaction: reactants, conditions, products, and yield The reactants are ClC=1C(=CC2=C(OCO2)C1)CN1C(=NC(=C1Br)Br)Br (1-((6-chloro-1,3-benzodioxol-5-yl)-methyl)-2,4,5-tribromo-1H-imidazole), C(Cl)Cl (methylene chloride), C(C)OCC (ethyl ether), Cl (hydrochloric acid), solution, C(C)[Mg]Br (ethyl magnesium bromide), C(C)OCC (ethyl ether). The solvent is CN(C=O)C (dimethylformamide). Run at time 20 minute. Yields the product BrC=1N=C(N(C1Br)CC1=CC2=C(OCO2)C=C1Cl)C=O (4,5-dibromo-1-[(6-chloro-1,3-benzodioxol-5-yl)-methyl]-1h-imidazole-2-carboxaldehyde). As a reaction SMILES: [Cl:1][C:2]1[C:3]([CH2:11][N:12]2[C:16]([Br:17])=[C:15]([Br:18])[N:14]=[C:13]2Br)=[CH:4][C:5]2[O:9][CH2:8][O:7][C:6]=2[CH:10]=1.C(Cl)Cl.C([Mg]Br)C.Cl.[CH2:28]([O:30]CC)C>CN(C)C=O>[Br:18][C:15]1[N:14]=[C:13]([CH:28]=[O:30])[N:12]([CH2:11][C:3]2[C:2]([Cl:1])=[CH:10][C:6]3[O:7][CH2:8][O:9][C:5]=3[CH:4]=2)[C:16]=1[Br:17]. Reported procedure: 20 g of the product obtained in Stage 1 above is introduced into 200 ml of anhydrous methylene chloride to which 500 ml of anhydrous ethyl ether is added. A 3M solution of ethyl magnesium bromide in ethyl ether is added and the whole is left under agitation for 20 minutes at ambient temperature. Then an excess (15 ml) of anhydrous dimethylformamide is added. After 2 hours at ambient temperature, hydrolysis is carried out with 200 ml of 1N hydrochloric acid followed by extraction 3 times with 300... Starting materials: ClC1=C2C(=NC=C1)C=C(S2)C=2N=C(N(C2)CC)C=O (4-(7-Chlorothieno[3,2-b]pyridin-2-yl)-1-ethyl-1H-imidazole-2-carbaldehyde), CNC (dimethylamine), C(#N)[BH3-].[Na+] (Sodium cyanoborohydride). Solvent: CO (methanol), C(C)(=O)O (acetic acid). Run at time 8 hour. Product: ClC1=C2C(=NC=C1)C=C(S2)C=2N=C(N(C2)CC)CN(C)C (1-(4-(7-Chlorothieno[3,2-b]pyridin-2-yl)-1-ethyl-1H-imidazol-2-yl)-N,N-dimethylmethanamine). Isolated yield 34.1%. As a reaction SMILES: [Cl:1][C:2]1[CH:7]=[CH:6][N:5]=[C:4]2[CH:8]=[C:9]([C:11]3[N:12]=[C:13]([CH:18]=O)[N:14]([CH2:16][CH3:17])[CH:15]=3)[S:10][C:3]=12.[CH3:20][NH:21][CH3:22].C([BH3-])#N.[Na+]>CO.C(O)(=O)C>[Cl:1][C:2]1[CH:7]=[CH:6][N:5]=[C:4]2[CH:8]=[C:9]([C:11]3[N:12]=[C:13]([CH2:18][N:21]([CH3:22])[CH3:20])[N:14]([CH2:16][CH3:17])[CH:15]=3)[S:10][C:3]=12 |f:2.3|. Procedure: A mixture of the aldehyde 111 (344 mg, 1.18 mmol) and dimethylamine (0.7 mL, 1.41 mmol) in methanol (24 mL) and acetic acid (few drops) were stirred at RT overnight. Sodium cyanoborohydride (237 mg, 3.77 mmol) was added and the reaction mixture was allowed to stir at room temperature until completion of the reaction. The solvents were evaporated and water was added to the residue and the mixture was extracted with ethyl acetate. The combined organic layers were washed with brine, dried over anhy... Starting materials: O=C(n1ccnc1)n1ccnc1, O=C(O)c1ccc(S(=O)(=O)c2ccc3cc(Cl)ccc3c2)cc1, CN(C)C=O, c1cc(N2CCNCC2)ccn1. Product: O=C(c1ccc(S(=O)(=O)c2ccc3cc(Cl)ccc3c2)cc1)N1CCN(c2ccncc2)CC1. RXN SMILES: [C:1]([n:2]1[cH:3][cH:4][n:5][cH:6]1)([n:7]1[cH:8][cH:9][n:10][cH:11]1)=[O:12].[Cl:13][c:14]1[cH:15][c:16]2[cH:17][cH:18][c:19]([S:24](=[O:25])(=[O:26])[c:27]3[cH:28][cH:29][c:30]([C:31](=[O:32])[OH:33])[cH:34][cH:35]3)[cH:20][c:21]2[cH:22][cH:23]1.[O:48]=[CH:49][N:50]([CH3:51])[CH3:52].[n:36]1[cH:37][cH:38][c:39]([N:42]2[CH2:43][CH2:44][NH:45][CH2:46][CH2:47]2)[cH:40][cH:41]1>>[Cl:13][c:14]1[cH:15][c:16]2[cH:17][cH:18][c:19]([S:24](=[O:25])(=[O:26])[c:27]3[cH:28][cH:29][c:30]([C:31](=[O:32])[N:45]4[CH2:44][CH2:43][N:42]([c:39]5[cH:38][cH:37][n:36][cH:41][cH:40]5)[CH2:47][CH2:46]4)[cH:34][cH:35]3)[cH:20][c:21]2[cH:22][cH:23]1.